From a dataset of the Open Reaction Database (ORD), a public repository of structured organic reaction records. describe an organic reaction: reactants, conditions, products, and yield Isolated yield 158.3%. Run at time 2 hour. As a reaction SMILES: [H-].[Na+].[ClH:3].Cl.[NH2:5][C:6]1[N:7]=[C:8]([C:16]2[CH:21]=[CH:20][C:19]([Cl:22])=[CH:18][CH:17]=2)[C:9]2[CH2:15][NH:14][CH2:13][CH2:12][C:10]=2[N:11]=1.I[CH2:24][CH3:25]>CN(C)C=O>[ClH:22].[ClH:3].[NH2:5][C:6]1[N:7]=[C:8]([C:16]2[CH:21]=[CH:20][C:19]([Cl:22])=[CH:18][CH:17]=2)[C:9]2[CH2:15][N:14]([CH2:24][CH3:25])[CH2:13][CH2:12][C:10]=2[N:11]=1 |f:0.1,2.3.4,7.8.9|. The product is Cl.Cl.NC=1N=C(C2=C(N1)CCN(C2)CC)C2=CC=C(C=C2)Cl (2-amino-4-(4-chlorophenyl)-6-ethyl-5,6,7,8-tetrahydropyrido[4,3-d]pyrimidine dihydrochloride). Procedure details: A suspension of sodium hydride (12.7 g, 320 mmol), washed three times pentanes, in dimethylformamide (200 mL) was treated with 2-amino-4-(4-chlorophenyl)-5,6,7,8-tetrahydropyrido[4,3-d]pyrimidine dihydrochloride (35.3 g, 110 mmol). The mixture was stirred at room temperature for 2 hours, and iodoethane (8.8 mL, 110 mmol) was added. The mixture was stirred at room temperature overnight, quenched with water and the resulting precipitate was collected by filtration to give 31.5 g (79%) of 2-amino-4... Run in CN(C=O)C (dimethylformamide). Reactants: [H-].[Na+] (sodium hydride), Cl.Cl.NC=1N=C(C2=C(N1)CCNC2)C2=CC=C(C=C2)Cl (2-amino-4-(4-chlorophenyl)-5,6,7,8-tetrahydropyrido[4,3-d]pyrimidine dihydrochloride), ICC (iodoethane). Reactants: C(CCC)[Li] (Butyllithium), C1(=CC=CC=C1)CN(C1=NC=2C=CC=CC2C2=C1N=C(N2COCC)C)CC2=CC=CC=C2 (N,N-bis(phenylmethyl)-1-ethoxymethyl-2-methyl-1H-imidazo[4,5-c]quinolin-4-amine), BrCCCCCl (1-bromo-4-chlorobutane). Run in O1CCCC1 (tetrahydrofuran). Yields the product C1(=CC=CC=C1)CN(C1=NC=2C=CC=CC2C2=C1N=C(N2COCC)CCCCCCl)CC2=CC=CC=C2 (N,N-bis(phenylmethyl)-2-(5-chloropentyl)-1-ethoxymethyl-1H-imidazo[4,5-c]quinolin-4-amine). The yield is 83.0%. RXN SMILES: [C:1]1([CH2:7][N:8]([CH2:27][C:28]2[CH:33]=[CH:32][CH:31]=[CH:30][CH:29]=2)[C:9]2[C:18]3[N:19]=[C:20]([CH3:26])[N:21]([CH2:22][O:23][CH2:24][CH3:25])[C:17]=3[C:16]3[CH:15]=[CH:14][CH:13]=[CH:12][C:11]=3[N:10]=2)[CH:6]=[CH:5][CH:4]=[CH:3][CH:2]=1.C([Li])CCC.Br[CH2:40][CH2:41][CH2:42][CH2:43][Cl:44]>O1CCCC1>[C:28]1([CH2:27][N:8]([CH2:7][C:1]2[CH:2]=[CH:3][CH:4]=[CH:5][CH:6]=2)[C:9]2[C:18]3[N:19]=[C:20]([CH2:26][CH2:40][CH2:41][CH2:42][CH2:43][Cl:44])[N:21]([CH2:22][O:23][CH2:24][CH3:25])[C:17]=3[C:16]3[CH:15]=[CH:14][CH:13]=[CH:12][C:11]=3[N:10]=2)[CH:33]=[CH:32][CH:31]=[CH:30][CH:29]=1. Procedure details: A solution of N,N-bis(phenylmethyl)-1-ethoxymethyl-2-methyl-1H-imidazo[4,5-c]quinolin-4-amine (1.5 g, 3.43 mmole, Example 1 Part E) in tetrahydrofuran (30 mL) was cooled to -78° C. Butyllithium (1.4 mL of 2.5M in hexanes, 3.5 mmole) was added dropwise followed by the addition of 1-bromo-4-chlorobutane (4 mL, 34 mmole). The reaction mixture was allowed to warm to ambient temperature then it was quenched with diethyl ether and water. The ether layer was separated, dried over magnesium sulfate and ...